Dataset: the Open Reaction Database (ORD), a public repository of structured organic reaction records. Task: describe an organic reaction: reactants, conditions, products, and yield Reactants: [OH-].[Li+] (lithium hydroxide), C(C)(C)(C)OC(=O)N1C(C(C[C@H]1CC1=CC=C(C=C1)C1=CC=CC=C1)=C)=O ((R)-5-Biphenyl-4-ylmethyl-3-methylene-2-oxo-pyrrolidine-1-carboxylic acid tert-butyl ester), P(O)(O)(O)=O (Phosphoric acid). The reagents and catalysts are [Br-].C(CCC)[N+](CCCC)(CCCC)CCCC (Tetrabutylammonium bromide). Solvent: O (water), O (water), C1CCOC1 (THF). Run at temperature 10 celsius. The product is C1(=CC=C(C=C1)C[C@H](CC(C(=O)O)=C)NC(=O)OC(C)(C)C)C1=CC=CC=C1 (2-a). RXN SMILES: [C:1]([O:5][C:6]([N:8]1[C@H:12]([CH2:13][C:14]2[CH:19]=[CH:18][C:17]([C:20]3[CH:25]=[CH:24][CH:23]=[CH:22][CH:21]=3)=[CH:16][CH:15]=2)[CH2:11][C:10](=[CH2:26])[C:9]1=[O:27])=[O:7])([CH3:4])([CH3:3])[CH3:2].[OH-].[Li+].P(=O)(O)(O)[OH:31]>C1COCC1.[Br-].C([N+](CCCC)(CCCC)CCCC)CCC.O>[C:17]1([C:20]2[CH:21]=[CH:22][CH:23]=[CH:24][CH:25]=2)[CH:18]=[CH:19][C:14]([CH2:13][C@@H:12]([NH:8][C:6]([O:5][C:1]([CH3:4])([CH3:3])[CH3:2])=[O:7])[CH2:11][C:10](=[CH2:26])[C:9]([OH:27])=[O:31])=[CH:15][CH:16]=1 |f:1.2,5.6|. Procedure: (R)-5-Biphenyl-4-ylmethyl-3-methylene-2-oxo-pyrrolidine-1-carboxylic acid tert-butyl ester (4-a, R1=Boc) (27.7 g) is dissolved in THF (270 ml) at room temperature. Tetrabutylammonium bromide (0.24 g) is added followed with water (10 ml). The mixture is then cooled to 10° C. A solution of lithium hydroxide (7.3 g) in water (92 ml) is added over 2 h. Phosphoric acid (37 g, 85%) is added until pH 3. Phases are then separated. The organic phase is diluted with toluene (100 ml) and washed with brine....